This data is from the Open Reaction Database (ORD), a public repository of structured organic reaction records. The task is: describe an organic reaction: reactants, conditions, products, and yield Reactants: COC([C@@H](NC([C@@H](NC(=O)OCC1=CC=CC=C1)CC(O)=O)=O)CC1=CC=CC=C1)=O (N-benzyloxycarbonyl-L-aspartyl L-phenylalanine methyl ester), COC(C(N)CC1=CC=CC=C1)=O (DL-phenylalanine methyl ester). The product is addition compound, COC([C@H](N)CC1=CC=CC=C1)=O (D-phenyl alanine methyl ester). Isolated yield 62.3%. Reaction SMILES: [CH3:1][O:2][C:3](=[O:13])[CH:4]([CH2:6][C:7]1[CH:12]=[CH:11][CH:10]=[CH:9][CH:8]=1)[NH2:5].COC(=O)[C@H](CC1C=CC=CC=1)NC(=O)[C@H](CC(=O)O)NC(OCC1C=CC=CC=1)=O>>[CH3:1][O:2][C:3](=[O:13])[C@@H:4]([CH2:6][C:7]1[CH:12]=[CH:11][CH:10]=[CH:9][CH:8]=1)[NH2:5]. Procedure details: Example 17 was repeated except for using DL-phenylalanine methyl ester instead of L-phenylalanine methyl ester to obtain 756 mg of an addition compound of N-benzyloxycarbonyl-L-aspartyl L-phenylalanine methyl ester and D-phenyl alanine methyl ester (1:1) (melting point: 105° to 111° C.; yield: 62.3% based on N-benzyloxycarbonyl L-aspartic acid). Starting materials: CC(C)(C)Oc1ccc2c(c1)CC2C#N, CO. Product: CC(C)(C)Oc1ccc2c(c1)CC2CN. RXN SMILES: [C:1]([CH3:2])([CH3:3])([CH3:4])[O:5][c:6]1[cH:7][c:8]2[c:11]([cH:12][cH:13]1)[CH:10]([C:14]#[N:15])[CH2:9]2.[CH3:16][OH:17]>>[C:1]([CH3:2])([CH3:3])([CH3:4])[O:5][c:6]1[cH:7][c:8]2[c:11]([cH:12][cH:13]1)[CH:10]([CH2:14][NH2:15])[CH2:9]2.